From a dataset of the Open Reaction Database (ORD), a public repository of structured organic reaction records. describe an organic reaction: reactants, conditions, products, and yield Reactants: CN1C=NC=C1 (1-methylimidazole), ClP(C1=CC=CC=C1)C1=CC=CC=C1 (chlorodiphenylphosphine), C(C)O (ethanol). Reaction conditions: temperature 80 celsius, time 1 hour. Product: C(C)OP(C1=CC=CC=C1)C1=CC=CC=C1 (Ethoxydiphenylphosphine). Yield: 96.7%. RXN SMILES: CN1C=CN=C1.Cl[P:8]([C:15]1[CH:20]=[CH:19][CH:18]=[CH:17][CH:16]=1)[C:9]1[CH:14]=[CH:13][CH:12]=[CH:11][CH:10]=1.[CH2:21]([OH:23])[CH3:22]>>[CH2:21]([O:23][P:8]([C:15]1[CH:20]=[CH:19][CH:18]=[CH:17][CH:16]=1)[C:9]1[CH:14]=[CH:13][CH:12]=[CH:11][CH:10]=1)[CH3:22]. Reported procedure: The following starting materials were fed continuously at 80° C. into a reactor which was equipped with a three-stage inclined-blade stirrer and had been made inert with nitrogen: 1) mixture of 110.7 g of ethanol and 205.8 g of 1-methylimidazole and 2) chlorodiphenylphosphine (99.4% strength). Stream 1) was added at 330 ml/h and stream 2) was added at 380 ml/h. Both streams were introduced below the surface of the liquid. The reactor was equipped with an overflow from which reaction mixture coul... Reactants: C(CCCCCC)N1C2=CC=CC=C2C=2C=CC=CC12 (N-heptylcarbazole), C1=CC=CC=2C3=CC=CC=C3NC12 (carbazole), BrCCCCCCCCCCCC (1-bromododecane), [OH-].[Na+] (sodium hydroxide). Reagents/catalysts: [Cl-].C(C1=CC=CC=C1)[N+](CC)(CC)CC (benzyltriethyl ammonium chloride). Run in C1(=CC=CC=C1)C (toluene). The product is C(CCCCCCCCCCC)N1C2=CC=CC=C2C=2C=CC=CC12 (N-Dodecyl carbazole). Reaction SMILES: [CH:1]1[C:13]2[NH:12][C:11]3[C:6](=[CH:7][CH:8]=[CH:9][CH:10]=3)[C:5]=2[CH:4]=[CH:3][CH:2]=1.Br[CH2:15][CH2:16][CH2:17][CH2:18][CH2:19][CH2:20][CH2:21][CH2:22][CH2:23][CH2:24][CH2:25][CH3:26].[OH-].[Na+].C(N1C2C=CC=CC=2C2C1=CC=CC=2)CCCCCC>[Cl-].C([N+](CC)(CC)CC)C1C=CC=CC=1.C1(C)C=CC=CC=1>[CH2:26]([N:12]1[C:11]2[CH:10]=[CH:9][CH:8]=[CH:7][C:6]=2[C:5]2[C:13]1=[CH:1][CH:2]=[CH:3][CH:4]=2)[CH2:25][CH2:24][CH2:23][CH2:22][CH2:21][CH2:20][CH2:19][CH2:18][CH2:17][CH2:16][CH3:15] |f:2.3,5.6|. Reported procedure: N-Dodecyl carbazole was prepared from carbazole (66 g, 0.40 mol), 1-bromododecane (100 g, 0.41 mol, commercially available from Aldrich, Milwaukee, Wis.), benzyltriethyl ammonium chloride (4.48 g, 0.02 mol), toluene (400 ml), and sodium hydroxide (200 g of 50% aqueous solution) according to the procedure described for N-heptylcarbazole The reactants are CC(C)CBr, Cc1cc([N+](=O)[O-])ccc1N=C1NC(C(C)C)CS1. The product is Cc1cc([N+](=O)[O-])ccc1N=C1SCC(C(C)C)N1CC(C)C. As a reaction SMILES: [CH2:20]([CH:21]([CH3:22])[CH3:23])[Br:24].[CH3:1][c:2]1[c:3]([N:11]=[C:12]2[S:13][CH2:14][CH:15]([CH:17]([CH3:18])[CH3:19])[NH:16]2)[cH:4][cH:5][c:6]([N+:8](=[O:9])[O-:10])[cH:7]1>>[CH3:1][c:2]1[c:3]([N:11]=[C:12]2[S:13][CH2:14][CH:15]([CH:17]([CH3:18])[CH3:19])[N:16]2[CH2:20][CH:21]([CH3:22])[CH3:23])[cH:4][cH:5][c:6]([N+:8](=[O:9])[O-:10])[cH:7]1. Starting materials: CCOC(=O)C1(c2ccc(B3OC(C)(C)C(C)(C)O3)cc2)CC1, Cc1ccc(C(C)OC(=O)Nc2c(C)noc2-c2ccc(Br)cc2)cc1. Yields the product CCOC(=O)C1(c2ccc(-c3ccc(-c4onc(C)c4NC(=O)OC(C)c4ccc(C)cc4)cc3)cc2)CC1. Reaction SMILES: [CH2:27]([CH3:28])[O:29][C:30](=[O:31])[C:32]1([c:35]2[cH:36][cH:37][c:38]([B:41]3[O:42][C:43]([CH3:44])([CH3:45])[C:46]([CH3:47])([CH3:48])[O:49]3)[cH:39][cH:40]2)[CH2:33][CH2:34]1.[c:1]1([CH3:26])[cH:2][cH:3][c:4]([CH:7]([CH3:8])[O:9][C:10]([NH:11][c:12]2[c:13]([CH3:24])[n:14][o:15][c:16]2-[c:17]2[cH:18][cH:19][c:20]([Br:23])[cH:21][cH:22]2)=[O:25])[cH:5][cH:6]1>>[c:1]1([CH3:26])[cH:2][cH:3][c:4]([CH:7]([CH3:8])[O:9][C:10]([NH:11][c:12]2[c:13]([CH3:24])[n:14][o:15][c:16]2-[c:17]2[cH:18][cH:19][c:20](-[c:38]3[cH:37][cH:36][c:35]([C:32]4([C:30]([O:29][CH2:27][CH3:28])=[O:31])[CH2:33][CH2:34]4)[cH:40][cH:39]3)[cH:21][cH:22]2)=[O:25])[cH:5][cH:6]1. As a reaction SMILES: [CH2:16]([CH3:17])[O:18][C:19]([c:20]1[cH:21][c:22]([CH:26]=[O:27])[cH:23][cH:24][cH:25]1)=[O:28].[CH2:1]([O:2][P:3](=[O:4])([O:5][CH2:6][CH3:7])[CH2:9][c:10]1[cH:11][cH:12][cH:13][cH:14][cH:15]1)[CH3:8].[CH3:29][c:30]1[cH:31][cH:32][cH:33][cH:34][cH:35]1.[O:36]1[CH2:37][CH2:38][CH2:39][CH2:40]1>>[CH:9]([c:10]1[cH:11][cH:12][cH:13][cH:14][cH:15]1)=[CH:26][c:22]1[cH:21][c:20]([C:19]([O:18][CH2:16][CH3:17])=[O:28])[cH:25][cH:24][cH:23]1. The product is CCOC(=O)c1cccc(C=Cc2ccccc2)c1. Starting materials: CCOC(=O)c1cccc(C=O)c1, CCOP(=O)(Cc1ccccc1)OCC, Cc1ccccc1, C1CCOC1. Reactants: BrC=1C=C(C=CC1F)S (3-Bromo-4-fluorobenzenethiol), [H-].[Na+] (sodium hydride), FC(I)(F)F (trifluoroiodomethane), FC(I)(F)F (trifluoroiodomethane), FC(I)(F)F (Trifluoroiodomethane), O (water). Run in CN(C=O)C (dimethylformamide). Reaction conditions: time 10 minute. Yields the product BrC=1C=C(C=CC1F)SC(F)(F)F ((3-bromo-4-fluorophenyl)(trifluoromethyl)sulfane). Reaction SMILES: [Br:1][C:2]1[CH:3]=[C:4]([SH:9])[CH:5]=[CH:6][C:7]=1[F:8].[H-].[Na+].[F:12][C:13]([F:16])([F:15])I.O>CN(C)C=O>[Br:1][C:2]1[CH:3]=[C:4]([S:9][C:13]([F:16])([F:15])[F:12])[CH:5]=[CH:6][C:7]=1[F:8] |f:1.2|. Reported procedure: 3-Bromo-4-fluorobenzenethiol (2.071 g, 10 mmol) in dimethylformamide (10 mL) was treated with 60% sodium hydride (0.480 g, 12.00 mmol). The solution was stirred for 10 minutes at room temperature. Trifluoroiodomethane (2.74 g, 14.00 mmol) was released into a balloon with a three-way stopcock. The balloon was then put onto the flask and trifluoroiodomethane was released into the reaction. After 1 hour, all the content in the balloon was gone. And the balloon was filled with 2.74 g of trifluoroiod... Starting materials: C(O)([O-])=O.[Na+] (sodium hydrogen carbonate), C1(=CC=CC=C1)OC (Anisole), C(C)(C)(C)C1=CC=C(C=C1)C(CN1CC2=CC=C(C=C2CC1)S(=O)(=O)N(C1=CC=C(C=C1)F)CC1=C(C=C(C=C1)OC)OC)=O (2-[2-(4-tert-butylphenyl)-2-oxoethyl]-N-(2,4-dimethoxybenzyl)-N-(4-fluorophenyl)-1,2,3,4-tetrahydroisoquinoline-6-sulfonamide), FC(C(=O)O)(F)F (Trifluoroacetic acid). Run in C(Cl)(Cl)Cl (chloroform). Run at time 2 hour. Yields the product C(C)(C)(C)C1=CC=C(C=C1)C(CN1CC2=CC=C(C=C2CC1)S(=O)(=O)NC1=CC=C(C=C1)F)=O (2-[2-(4-tert-butylphenyl)-2-oxoethyl]-N-(4-fluorophenyl)-1,2,3,4-tetrahydroisoquinoline-6-sulfonamide). RXN SMILES: C1(OC)C=CC=CC=1.[C:9]([C:13]1[CH:18]=[CH:17][C:16]([C:19](=[O:53])[CH2:20][N:21]2[CH2:30][CH2:29][C:28]3[C:23](=[CH:24][CH:25]=[C:26]([S:31]([N:34](CC4C=CC(OC)=CC=4OC)[C:35]4[CH:40]=[CH:39][C:38]([F:41])=[CH:37][CH:36]=4)(=[O:33])=[O:32])[CH:27]=3)[CH2:22]2)=[CH:15][CH:14]=1)([CH3:12])([CH3:11])[CH3:10].FC(F)(F)C(O)=O.C(=O)([O-])O.[Na+]>C(Cl)(Cl)Cl>[C:9]([C:13]1[CH:18]=[CH:17][C:16]([C:19](=[O:53])[CH2:20][N:21]2[CH2:30][CH2:29][C:28]3[C:23](=[CH:24][CH:25]=[C:26]([S:31]([NH:34][C:35]4[CH:40]=[CH:39][C:38]([F:41])=[CH:37][CH:36]=4)(=[O:32])=[O:33])[CH:27]=3)[CH2:22]2)=[CH:15][CH:14]=1)([CH3:12])([CH3:10])[CH3:11] |f:3.4|. Procedure: Anisole (3 mL) was added to a solution of 2-[2-(4-tert-butylphenyl)-2-oxoethyl]-N-(2,4-dimethoxybenzyl)-N-(4-fluorophenyl)-1,2,3,4-tetrahydroisoquinoline-6-sulfonamide obtained (258 mg) in chloroform (5 mL), and the mixture was cooled in ice. Trifluoroacetic acid (1 mL) was added thereto and the mixture was stirred at the same temperature for 2 hr. Saturated aqueous sodium hydrogen carbonate solution was added thereto and the mixture was extracted with chloroform. The organic layer was dried ove...